Dataset: the Open Reaction Database (ORD), a public repository of structured organic reaction records. Task: describe an organic reaction: reactants, conditions, products, and yield The reactants are CC(C)(C)N=C=O, C1CCOC1, COC(=O)C(O)C(N)c1ccccc1, [N-]=C=O. Product: COC(=O)C(O)C(NC(=O)NC(C)(C)C)c1ccccc1. RXN SMILES: [C:15]([CH3:16])([CH3:17])([CH3:18])[N:19]=[C:20]=[O:21].[CH2:25]1[O:26][CH2:27][CH2:28][CH2:29]1.[CH3:1][O:2][C:3]([CH:4]([CH:5]([NH2:6])[c:7]1[cH:8][cH:9][cH:10][cH:11][cH:12]1)[OH:13])=[O:14].[N-:22]=[C:23]=[O:24]>>[CH3:1][O:2][C:3]([CH:4]([CH:5]([NH:6][C:20]([NH:19][C:15]([CH3:16])([CH3:17])[CH3:18])=[O:21])[c:7]1[cH:8][cH:9][cH:10][cH:11][cH:12]1)[OH:13])=[O:14]. Conditions: time 8 hour. Solvent: Cl (HCl), O1CCOCC1.CO (dioxane MeOH). The product is BrC1=CC=C(C=C1)S(=O)(=O)C1=CC=C(C=C1)NC(=O)NC1=CC(=CC=C1)C(=N)N1CCC(CC1)O (1-(4-(4-bromophenylsulfonyl)phenyl)-3-(3-((4-hydroxypiperidin-1-yl)(imino)methyl)phenyl)urea). Reactants: BrC1=CC=C(C=C1)S(=O)(=O)C1=CC=C(C=C1)NC(=O)NC1=CC(=CC=C1)C#N (1-(4-(4-bromophenylsulfonyl)phenyl)-3-(3-cyanophenyl)urea), 14444-substituted-phenylsulfonyl, C(#N)C=1C=C(C=CC1)NC(N)=O (3-(3-cyanophenyl)urea), N1CCC(CC1)O (piperidin-4-ol), secondary amine. Reported procedure: Under argon atmosphere, 1 equivalent of 1-(4-(4-bromophenylsulfonyl)phenyl)-3-(3-cyanophenyl)urea (VIII) [or a correspondent 14444-substituted-phenylsulfonyl)phenyl)-3-(3-cyanophenyl)urea] was dissolved in of 4 M HCl in dioxane/MeOH 5:1. The solution was stirred overnight at rt then the solvent was removed in vacuo. The residue was washed with diethylether, dried in vacuo, dissolved in dry MeOH (or DMF) and reacted with 1.1 to 2 equivalents of piperidin-4-ol (or 1.1 to 2 equivalents of the corre... Reaction SMILES: [Br:1][C:2]1[CH:7]=[CH:6][C:5]([S:8]([C:11]2[CH:16]=[CH:15][C:14]([NH:17][C:18]([NH:20][C:21]3[CH:26]=[CH:25][CH:24]=[C:23]([C:27]#[N:28])[CH:22]=3)=[O:19])=[CH:13][CH:12]=2)(=[O:10])=[O:9])=[CH:4][CH:3]=1.C(C1C=C(NC(=O)N)C=CC=1)#N.[NH:41]1[CH2:46][CH2:45][CH:44]([OH:47])[CH2:43][CH2:42]1>Cl.O1CCOCC1.CO>[Br:1][C:2]1[CH:3]=[CH:4][C:5]([S:8]([C:11]2[CH:12]=[CH:13][C:14]([NH:17][C:18]([NH:20][C:21]3[CH:26]=[CH:25][CH:24]=[C:23]([C:27]([N:41]4[CH2:46][CH2:45][CH:44]([OH:47])[CH2:43][CH2:42]4)=[NH:28])[CH:22]=3)=[O:19])=[CH:15][CH:16]=2)(=[O:10])=[O:9])=[CH:6][CH:7]=1 |f:4.5|. Starting materials: CC(C)C(=O)Nc1cccc(C2CCN(CCC(N)c3ccccc3)CC2)c1, O=C=Nc1ccccc1. Product: CC(C)C(=O)Nc1cccc(C2CCN(CCC(NC(=O)Nc3ccccc3)c3ccccc3)CC2)c1. Reaction SMILES: [NH2:10][CH:11]([CH2:12][CH2:13][N:14]1[CH2:15][CH2:16][CH:17]([c:20]2[cH:21][c:22]([NH:26][C:27]([CH:28]([CH3:29])[CH3:30])=[O:31])[cH:23][cH:24][cH:25]2)[CH2:18][CH2:19]1)[c:32]1[cH:33][cH:34][cH:35][cH:36][cH:37]1.[O:1]=[C:2]=[N:3][c:4]1[cH:5][cH:6][cH:7][cH:8][cH:9]1>>[O:1]=[C:2]([NH:3][c:4]1[cH:5][cH:6][cH:7][cH:8][cH:9]1)[NH:10][CH:11]([CH2:12][CH2:13][N:14]1[CH2:15][CH2:16][CH:17]([c:20]2[cH:21][c:22]([NH:26][C:27]([CH:28]([CH3:29])[CH3:30])=[O:31])[cH:23][cH:24][cH:25]2)[CH2:18][CH2:19]1)[c:32]1[cH:33][cH:34][cH:35][cH:36][cH:37]1. Starting materials: CO, CC1=CCC(C(C)C=O)C1(C)C, CC(=O)O, CCC=O, [Na]. Reaction SMILES: [CH3:18][OH:19].[CH3:1][C:2]1([CH3:12])[CH:3]([CH:8]([CH:9]=[O:10])[CH3:11])[CH2:4][CH:5]=[C:6]1[CH3:7].[CH3:20][C:21](=[O:22])[OH:23].[CH:13]([CH2:14][CH3:15])=[O:16].[Na:17]>>[CH3:1][C:2]1([CH3:12])[CH:3]([CH:8]([CH:9]=[C:14]([CH:13]=[O:16])[CH3:15])[CH3:11])[CH2:4][CH:5]=[C:6]1[CH3:7]. The product is CC(C=O)=CC(C)C1CC=C(C)C1(C)C. Starting materials: NC1=CC=C(C=C1)N1C(/C(/C(C1=O)=C(C)C)=C(\C)/C1=C(OC(=C1)C)C)=O (N-(4-aminophenyl)-2-[(E)-1-(2,5-dimethyl-3-furyl)ethylidene]-3-isopropylidenesuccinimide), C(C(=C)C)(=O)Cl (methacryloyl chloride). Run in C(Cl)(Cl)Cl (chloroform), N1=CC=CC=C1 (pyridine). Conditions: time 4 hour. Yields the product C(C(=C)C)(=O)NC1=CC=C(C=C1)N1C(/C(/C(C1=O)=C(C)C)=C(\C)/C1=C(OC(=C1)C)C)=O (N-(4-methacryloylaminophenyl)-2-[(E)-1-(2,5-dimethyl-3-furyl)ethyliden]-3-isopropylidenesuccinimide). The yield is 40.0%. RXN SMILES: [NH2:1][C:2]1[CH:7]=[CH:6][C:5]([N:8]2[C:12](=[O:13])[C:11](=[C:14]([CH3:16])[CH3:15])/[C:10](=[C:17](\[C:19]3[CH:23]=[C:22]([CH3:24])[O:21][C:20]=3[CH3:25])/[CH3:18])/[C:9]2=[O:26])=[CH:4][CH:3]=1.[C:27](Cl)(=[O:31])[C:28]([CH3:30])=[CH2:29]>C(Cl)(Cl)Cl.N1C=CC=CC=1>[C:27]([NH:1][C:2]1[CH:7]=[CH:6][C:5]([N:8]2[C:12](=[O:13])[C:11](=[C:14]([CH3:16])[CH3:15])/[C:10](=[C:17](\[C:19]3[CH:23]=[C:22]([CH3:24])[O:21][C:20]=3[CH3:25])/[CH3:18])/[C:9]2=[O:26])=[CH:4][CH:3]=1)(=[O:31])[C:28]([CH3:30])=[CH2:29]. Procedure: To a solution obtained by dissolving 105 mg of N-(4-aminophenyl)-2-[(E)-1-(2,5-dimethyl-3-furyl)ethylidene]-3-isopropylidenesuccinimide obtained in Example 1 in 2 ml of chloroform, 5 ml of pyridine was added, followed by dropwise addition of 0.84 ml of methacryloyl chloride in 10 minutes. The reaction was carried out at room temperature for additional 4 hours with stirring. After the reaction, the reaction solution was well washed with water, dried over anhydrous magnesium sulfate, and subjected... The reactants are CCOC(=O)CNS(=O)(=O)NC, CN(C)C=O. The product is CN1C(=O)CNS1(=O)=O. Reaction SMILES: [CH3:1][NH:2][S:3](=[O:4])(=[O:5])[NH:6][CH2:7][C:8]([O:10][CH2:9][CH3:11])=[O:12].[O:13]=[CH:14][N:15]([CH3:16])[CH3:17]>>[CH3:1][N:2]1[S:3](=[O:4])(=[O:5])[NH:6][CH2:7][C:8]1=[O:10].